Dataset: the Open Reaction Database (ORD), a public repository of structured organic reaction records. Task: describe an organic reaction: reactants, conditions, products, and yield Starting materials: CCOP(=O)(COCCC(CO[Si](C)(C)C(C)(C)C)On1cnc2c(N)ncnc21)OCC, CC(=O)O. The product is CCOP(=O)(COCCC(CO)On1cnc2c(N)ncnc21)OCC. As a reaction SMILES: [C:1]([Si:2]([CH3:3])([CH3:4])[O:6][CH2:7][CH:8]([CH2:9][CH2:10][O:11][CH2:12][P:13](=[O:14])([O:15][CH2:16][CH3:17])[O:18][CH2:19][CH3:20])[O:21][n:22]1[c:23]2[n:24][cH:25][n:26][c:27]([NH2:31])[c:28]2[n:29][cH:30]1)([CH3:5])([CH3:32])[CH3:33].[CH3:34][C:35](=[O:36])[OH:37]>>[OH:6][CH2:7][CH:8]([CH2:9][CH2:10][O:11][CH2:12][P:13](=[O:14])([O:15][CH2:16][CH3:17])[O:18][CH2:19][CH3:20])[O:21][n:22]1[c:23]2[n:24][cH:25][n:26][c:27]([NH2:31])[c:28]2[n:29][cH:30]1. Reactants: CC([O-])=S, CCCC[N+](CCCC)(CCCC)CCCC, CC(C)=O, Cc1ccc(S(=O)(=O)OC2CCC(=O)NC2)cc1. As a reaction SMILES: [C:1]([CH3:2])(=[S:3])[O-:4].[CH2:5]([N+:6]([CH2:7][CH2:8][CH2:9][CH3:10])([CH2:11][CH2:12][CH2:13][CH3:14])[CH2:15][CH2:16][CH2:17][CH3:18])[CH2:19][CH2:20][CH3:21].[CH3:40][C:41](=[O:42])[CH3:43].[c:22]1([CH3:23])[cH:24][cH:25][c:26]([S:27]([O:28][CH:32]2[CH2:33][CH2:34][C:35](=[O:38])[NH:36][CH2:37]2)(=[O:29])=[O:30])[cH:31][cH:39]1>>[C:1]([CH3:2])(=[S:3])[O:4][CH:32]1[CH2:33][CH2:34][C:35](=[O:38])[NH:36][CH2:37]1. Yields the product CC(=S)OC1CCC(=O)NC1. The reactants are FC(C(\C=C/CC(CCC/C=C/CS(=O)(=O)C=1SC2=C(N1)C=CC=C2)(C)C)(C(F)(F)F)O[Si](CC)(CC)CC)(F)F ((2E,9Z)-2-(12,12,12-Trifluoro-7,7-dimethyl-11-triethylsilanyloxy-11-trifluoromethyl-dodeca-2,9-diene-1-sulfonyl)-benzothiazole), [Li]N([Si](C)(C)C)[Si](C)(C)C (LiN(SiMe3)2), C(C)(=O)O[C@H]1C[C@@H](CC(C1)O)OC(C)=O ((1R,3R)-1,3-diacetoxy-5-hydroxy-cyclohexane). Solvent: C1CCOC1 (THF), C1CCOC1 (THF). Reaction conditions: time 30 minute. Product: C(C)(=O)O[C@H]1C[C@@H](CC(C1)=C\C=C\CCCC(C\C=C/C(C(F)(F)F)(C(F)(F)F)O[Si](CC)(CC)CC)(C)C)OC(C)=O (acetic acid (1R,3R)-3-acetoxy-5-[(2E,9Z)-12,12,12-trifluoro-7,7-dimethyl-11-triethylsilanyloxy-11-trifluoromethyl-dodeca-2,9-dienylidene]-cyclohexyl ester). Reaction SMILES: [F:1][C:2]([F:41])([F:40])[C:3]([O:32][Si:33]([CH2:38][CH3:39])([CH2:36][CH3:37])[CH2:34][CH3:35])([C:28]([F:31])([F:30])[F:29])/[CH:4]=[CH:5]\[CH2:6][C:7]([CH3:27])([CH3:26])[CH2:8][CH2:9][CH2:10]/[CH:11]=[CH:12]/[CH2:13]S(C1SC2C=CC=CC=2N=1)(=O)=O.[Li]N([Si](C)(C)C)[Si](C)(C)C.[C:52]([O:55][C@@H:56]1[CH2:61][CH:60](O)[CH2:59][C@@H:58]([O:63][C:64](=[O:66])[CH3:65])[CH2:57]1)(=[O:54])[CH3:53]>C1COCC1>[C:52]([O:55][C@@H:56]1[CH2:61][C:60](=[CH:13]/[CH:12]=[CH:11]/[CH2:10][CH2:9][CH2:8][C:7]([CH3:27])([CH3:26])[CH2:6]/[CH:5]=[CH:4]\[C:3]([O:32][Si:33]([CH2:38][CH3:39])([CH2:34][CH3:35])[CH2:36][CH3:37])([C:2]([F:1])([F:40])[F:41])[C:28]([F:31])([F:30])[F:29])[CH2:59][C@@H:58]([O:63][C:64](=[O:66])[CH3:65])[CH2:57]1)(=[O:54])[CH3:53]. Reported procedure: To a solution of 322 mg of (2E,9Z)-2-(12,12,12-Trifluoro-7,7-dimethyl-11-triethylsilanyloxy-11-trifluoromethyl-dodeca-2,9-diene-1-sulfonyl)-benzothiazole in 2 ml of THF was added at −78° 0.5 ml of LiN(SiMe3)2 (1.0 M in THF) and stirring of the red solution was continued for 30 min. To this solution was added at −78° a solution of 107 mg of (1R,3R)-1,3-diacetoxy-5-hydroxy-cyclohexane in 1 ml of THF over 10 min and stirring was continued for 5 h after which time t.l.c. indicated almost completion ... The solvent is C(C)(=O)OCC.Cl (hydrogen chloride-ethyl acetate). Product: N1(CCC1)C(=O)[C@@H]1C[C@@H](CNC1)N(C(=O)C=1C(=NC(=NC1)C(C)(C)C)NCCCOC)CC(C)C (N-[(3S,5R)-5-(azetidin-1-ylcarbonyl)piperidin-3-yl]-2-tert-butyl-4-[(3-methoxypropyl)amino]-N-(2-methylpropyl)pyrimidine-5-carboxamide). Starting materials: N1(CCC1)C(=O)[C@H]1CN(C[C@H](C1)N(CC(C)C)C(=O)C=1C(=NC(=NC1)C(C)(C)C)NCCCOC)C(=O)OC(C)(C)C (tert-Butyl (3R,5S)-3-(azetidin-1-ylcarbonyl)-5-[({2-tert-butyl-4-[(3-methoxypropyl)amino]pyrimidin-5-yl}carbonyl)(2-methylpropyl)amino]piperidine-1-carboxylate). Conditions: time 3 hour. Reported procedure: tert-Butyl (3R,5S)-3-(azetidin-1-ylcarbonyl)-5-[({2-tert-butyl-4-[(3-methoxypropyl)amino]pyrimidin-5-yl}carbonyl)(2-methylpropyl)amino]piperidine-1-carboxylate (94 mg) was dissolved in 4 M hydrogen chloride-ethyl acetate (3 ml), and the mixture was stirred at room temperature for 3 hr. The reaction mixture was concentrated under reduced pressure, and the residue was subjected to reversed-phase preparative HPLC. Aqueous sodium hydrogen carbonate was added to the object fraction, and the mixture w... Reaction SMILES: [N:1]1([C:5]([C@@H:7]2[CH2:12][C@H:11]([N:13]([C:18]([C:20]3[C:21]([NH:30][CH2:31][CH2:32][CH2:33][O:34][CH3:35])=[N:22][C:23]([C:26]([CH3:29])([CH3:28])[CH3:27])=[N:24][CH:25]=3)=[O:19])[CH2:14][CH:15]([CH3:17])[CH3:16])[CH2:10][N:9](C(OC(C)(C)C)=O)[CH2:8]2)=[O:6])[CH2:4][CH2:3][CH2:2]1>C(OCC)(=O)C.Cl>[N:1]1([C:5]([C@H:7]2[CH2:8][NH:9][CH2:10][C@@H:11]([N:13]([CH2:14][CH:15]([CH3:17])[CH3:16])[C:18]([C:20]3[C:21]([NH:30][CH2:31][CH2:32][CH2:33][O:34][CH3:35])=[N:22][C:23]([C:26]([CH3:28])([CH3:29])[CH3:27])=[N:24][CH:25]=3)=[O:19])[CH2:12]2)=[O:6])[CH2:2][CH2:3][CH2:4]1 |f:1.2|. The yield is 42.3%. The reactants are C1=CC=C(C=C1)COC(=O)[C@H](CCC(=O)O)NC(=O)OCC2=CC=CC=C2 (Z-Glu-Obzl), ethyl magnesium malonate, Ethyl Magnesium Malonate, C(=O)(C=1NC=CN1)C=1NC=CN1 (Carbonyl diimidazole). The solvent is C1CCOC1 (THF). Run at temperature 0 celsius, time 2 hour. The product is C(C)OC(CC(CC[C@@H](C(=O)OCC1=CC=CC=C1)NC(=O)OCC1=CC=CC=C1)=O)=O ((2S)-2-benzyloxycarbonylamino-5-oxo-heptanedioic acid 1-benzyl ester 7-ethyl ester). The yield is 75.2%. Reaction SMILES: [CH:1]1[CH:6]=[CH:5][C:4]([CH2:7][O:8][C:9]([C@@H:11]([NH:17][C:18]([O:20][CH2:21][C:22]2[CH:27]=[CH:26][CH:25]=[CH:24][CH:23]=2)=[O:19])[CH2:12][CH2:13][C:14]([OH:16])=O)=[O:10])=[CH:3][CH:2]=1.[C:28]([C:35]1NC=CN=1)(C1NC=CN=1)=[O:29].C([O-])(=O)[CH2:41][C:42]([O-])=[O:43].C([Mg+2])C>C1COCC1>[CH2:42]([O:43][C:28](=[O:29])[CH2:35][C:14](=[O:16])[CH2:13][CH2:12][C@H:11]([NH:17][C:18]([O:20][CH2:21][C:22]1[CH:27]=[CH:26][CH:25]=[CH:24][CH:23]=1)=[O:19])[C:9]([O:8][CH2:7][C:4]1[CH:3]=[CH:2][CH:1]=[CH:6][CH:5]=1)=[O:10])[CH3:41] |f:2.3|. Procedure: Z-Glu-Obzl 3 (1.0 g, 2.7 mmol) was dissolved in dry THF (10 mL) at rt. Carbonyl diimidazole (0.48 g, 2.96 mmol) was added slowly and the mixture was then stirred for another 2 h. After the solution was cooled to 0° C., ethyl magnesium malonate solution 2 (4.7 mL, 1.2 mmol) was added, and the mixture was then stirred at rt overnight. The product was extracted with ester, and washed with 10% NaHCO3, water, and brine. After the solvent was evaporated, the residue was purified by flash chromatograph... Reactants: CC(C)(C)OC(=O)Nc1ccc2ccc(S(C)(=O)=O)cc2c1Br, [Cl-], ClC=CCCl, [H-], [Na+], [Na+], CN(C)C=O. Yields the product CC(C)(C)OC(=O)N(CC=CCl)c1ccc2ccc(S(C)(=O)=O)cc2c1Br. As a reaction SMILES: [Br:1][c:2]1[c:3]([NH:16][C:17]([O:18][C:19]([CH3:20])([CH3:21])[CH3:22])=[O:23])[cH:4][cH:5][c:6]2[cH:7][cH:8][c:9]([S:12](=[O:13])(=[O:14])[CH3:15])[cH:10][c:11]12.[Cl-:36].[Cl:26][CH:27]=[CH:28][CH2:29][Cl:30].[H-:25].[Na+:24].[Na+:37].[O:31]=[CH:32][N:33]([CH3:34])[CH3:35]>>[Br:1][c:2]1[c:3]([N:16]([C:17]([O:18][C:19]([CH3:20])([CH3:21])[CH3:22])=[O:23])[CH2:29][CH:28]=[CH:27][Cl:26])[cH:4][cH:5][c:6]2[cH:7][cH:8][c:9]([S:12](=[O:13])(=[O:14])[CH3:15])[cH:10][c:11]12. Reactants: O=C([O-])[O-], O=C1NCCN2CCOCC12, CNCCNC, [Cs+], [Cs+], I[Cu]I, Cc1cc(F)ccc1-c1cc(Cl)ncc1N(C)C(=O)C(C)(C)c1cc(C(F)(F)F)cc(C(F)(F)F)c1, C1COCCO1. Yields the product Cc1cc(F)ccc1-c1cc(N2CCN3CCOCC3C2=O)ncc1N(C)C(=O)C(C)(C)c1cc(C(F)(F)F)cc(C(F)(F)F)c1. RXN SMILES: [C:54](=[O:55])([O-:56])[O-:57].[CH2:37]1[O:38][CH2:39][CH2:40][N:41]2[CH:42]1[C:43](=[O:47])[NH:44][CH2:45][CH2:46]2.[CH3:48][NH:49][CH2:50][CH2:51][NH:52][CH3:53].[Cs+:58].[Cs+:59].[Cu:66]([I:67])[I:68].[F:1][C:2]([c:3]1[cH:4][c:5]([C:13]([C:14](=[O:15])[N:16]([CH3:17])[c:18]2[cH:19][n:20][c:21]([Cl:32])[cH:22][c:23]2-[c:24]2[c:25]([CH3:31])[cH:26][c:27]([F:30])[cH:28][cH:29]2)([CH3:33])[CH3:34])[cH:6][c:7]([C:9]([F:10])([F:11])[F:12])[cH:8]1)([F:35])[F:36].[O:60]1[CH2:61][CH2:62][O:63][CH2:64][CH2:65]1>>[F:1][C:2]([c:3]1[cH:4][c:5]([C:13]([C:14](=[O:15])[N:16]([CH3:17])[c:18]2[cH:19][n:20][c:21]([N:44]3[C:43](=[O:47])[CH:42]4[CH2:37][O:38][CH2:39][CH2:40][N:41]4[CH2:46][CH2:45]3)[cH:22][c:23]2-[c:24]2[c:25]([CH3:31])[cH:26][c:27]([F:30])[cH:28][cH:29]2)([CH3:33])[CH3:34])[cH:6][c:7]([C:9]([F:10])([F:11])[F:12])[cH:8]1)([F:35])[F:36].